Dataset: the Open Reaction Database (ORD), a public repository of structured organic reaction records. Task: describe an organic reaction: reactants, conditions, products, and yield Reactants: N1N=C(C=C1)C#N (1H-pyrazole-3-carbonitrile), CN[C@H]1[C@@H](CCCC1)NC.CN[C@H]1[C@@H](CCCC1)NC ((1R,2R)—N,N′-dimethyl-1,2-cyclohexanediamine methyl[(1R,2R)-2-(methylamino)cyclohexyl]amine), IC=1C(NC(N(C1)CCCN1C[C@]2(C[C@H]2C1)C1=CC=C(C=C1)C(F)(F)F)=O)=O (5-iodo-1-(3-{(1S,5R)-1-[4-(trifluoromethyl)phenyl]-3-azabicyclo[3.1.0]hex-3-yl}propyl)-2,4(1H,3H)-pyrimidinedione), C(=O)([O-])[O-].[K+].[K+] (K2CO3). Reagents/catalysts: [Cu]I (Copper(1+) iodide). The solvent is C1(=CC=CC=C1)C (Toluene). Conditions: temperature 110 celsius, time 18 hour. The product is O=C1N(C=C(C(N1)=O)N1N=C(C=C1)C#N)CCCN1C[C@]2(C[C@H]2C1)C1=CC=C(C=C1)C(F)(F)F (1-[2,4-dioxo-1-(3-{(1S,5R)-1-[4-(trifluoromethyl)phenyl]-3-azabicyclo[3.1.0]hex-3-yl}propyl)-1,2,3,4-tetrahydro-5-pyrimidinyl]-1H-pyrazole-3-carbonitrile). RXN SMILES: CN[C@@H]1CCCC[C@H]1NC.CN[C@@H]1CCCC[C@H]1NC.I[C:22]1[C:23](=[O:48])[NH:24][C:25](=[O:47])[N:26]([CH2:28][CH2:29][CH2:30][N:31]2[CH2:36][C@H:35]3[C@:33]([C:37]4[CH:42]=[CH:41][C:40]([C:43]([F:46])([F:45])[F:44])=[CH:39][CH:38]=4)([CH2:34]3)[CH2:32]2)[CH:27]=1.C([O-])([O-])=O.[K+].[K+].[NH:55]1[CH:59]=[CH:58][C:57]([C:60]#[N:61])=[N:56]1>C1(C)C=CC=CC=1.[Cu]I>[O:47]=[C:25]1[NH:24][C:23](=[O:48])[C:22]([N:55]2[CH:59]=[CH:58][C:57]([C:60]#[N:61])=[N:56]2)=[CH:27][N:26]1[CH2:28][CH2:29][CH2:30][N:31]1[CH2:36][C@H:35]2[C@:33]([C:37]3[CH:42]=[CH:41][C:40]([C:43]([F:46])([F:45])[F:44])=[CH:39][CH:38]=3)([CH2:34]2)[CH2:32]1 |f:0.1,3.4.5|. Procedure details: Copper(1+) iodide (50.1 mg, 0.263 mmol), (1R,2R)—N,N′-dimethyl-1,2-cyclohexanediamine methyl[(1R,2R)-2-(methylamino)cyclohexyl]amine (0.166 ml, 1.053 mmol), 5-iodo-1-(3-{(1S,5R)-1-[4-(trifluoromethyl)phenyl]-3-azabicyclo[3.1.0]hex-3-yl}propyl)-2,4(1H,3H)-pyrimidinedione (Prep10, 133 mg, 0.263 mmol) and K2CO3 (76 mg, 0.553 mmol) were dissolved in Toluene (1 ml) to give a blue suspension with a white precipitate. 1H-pyrazole-3-carbonitrile (commercially available from Tyger, 29.4 mg, 0.316 mmol) w... Reactants: [OH-].[Li+] (lithium hydroxide), C(C1=CC=CC=C1)(=O)OC(C(CCNS(=O)(=O)C1=CC=C(C=C1)F)C(=O)OC(C)(C)C)CCC1=CC=C(C=C1)C1=CC=CC=C1 (1-(2-biphenyl-4-ylethyl)-2-(tert-butoxycarbonyl)-4-{[(4-fluorophenyl)sulfonyl]amino}butyl benzoate), Cl (hydrochloric acid). Run in O (water), O1CCCC1.CO.O (tetrahydrofuran methanol water). Reaction conditions: time 8 hour. The product is C1(=CC=C(C=C1)CCC(C(C(=O)OC(C)(C)C)CCNS(=O)(=O)C1=CC=C(C=C1)F)O)C1=CC=CC=C1 (tert-butyl 5-biphenyl-4-yl-2-(2-{[(4-fluorophenyl)sulfonyl]amino}ethyl)-3-hydroxypentanoate). Yield: 112.5%. RXN SMILES: [OH-].[Li+].C([O:11][CH:12]([CH2:34][CH2:35][C:36]1[CH:41]=[CH:40][C:39]([C:42]2[CH:47]=[CH:46][CH:45]=[CH:44][CH:43]=2)=[CH:38][CH:37]=1)[CH:13]([C:27]([O:29][C:30]([CH3:33])([CH3:32])[CH3:31])=[O:28])[CH2:14][CH2:15][NH:16][S:17]([C:20]1[CH:25]=[CH:24][C:23]([F:26])=[CH:22][CH:21]=1)(=[O:19])=[O:18])(=O)C1C=CC=CC=1.Cl>O1CCCC1.CO.O.O>[C:39]1([C:42]2[CH:47]=[CH:46][CH:45]=[CH:44][CH:43]=2)[CH:40]=[CH:41][C:36]([CH2:35][CH2:34][CH:12]([OH:11])[CH:13]([CH2:14][CH2:15][NH:16][S:17]([C:20]2[CH:25]=[CH:24][C:23]([F:26])=[CH:22][CH:21]=2)(=[O:19])=[O:18])[C:27]([O:29][C:30]([CH3:31])([CH3:33])[CH3:32])=[O:28])=[CH:37][CH:38]=1 |f:0.1,4.5.6|. Reported procedure: Aqueous solution of lithium hydroxide (18 mg in 1 ml of water) was added to a solution of the compound (100 mg) obtained from Step 3 above in tetrahydrofuran:methanol:water (3:1:1, 5 ml). The resulting reaction mixture was stirred overnight. The reaction mixture was concentrated and the residue thus obtained was diluted with water, acidified with dilute hydrochloric acid solution and extracted with ethyl acetate. The organic layer was washed with distilled water and brine solution, dried over an...